This data is from the Open Reaction Database (ORD), a public repository of structured organic reaction records. The task is: describe an organic reaction: reactants, conditions, products, and yield Reactants: N1CCC(=CC1)C1=CNC2=CC=CC=C12 (3-(1,2,3,6-tetrahydropyridine-4-yl)-1H-indole), CN(C1(CCC(CC1)=O)C1=CC=CC=C1)C (4-dimethylamino-4-phenylcyclohexanone), C(C)(=O)O (acetic acid), sodium triacetoxy boron hydride. Solvent: ClCCCl (1,2-dichloroethane). Run at time 24 hour. Product: N1C=C(C2=CC=CC=C12)C=1CCN(CC1)C1CCC(CC1)(C1=CC=CC=C1)N(C)C ({4-[4-(1H-indol-3-yl)-3,6-dihydro-2H-pyridine-1-yl]-1-phenylcyclohexyl}-dimethylamine). Reaction SMILES: [NH:1]1[CH2:6][CH:5]=[C:4]([C:7]2[C:15]3[C:10](=[CH:11][CH:12]=[CH:13][CH:14]=3)[NH:9][CH:8]=2)[CH2:3][CH2:2]1.[CH3:16][N:17]([CH3:31])[C:18]1([C:25]2[CH:30]=[CH:29][CH:28]=[CH:27][CH:26]=2)[CH2:23][CH2:22][C:21](=O)[CH2:20][CH2:19]1.C(O)(=O)C>ClCCCl>[NH:9]1[C:10]2[C:15](=[CH:14][CH:13]=[CH:12][CH:11]=2)[C:7]([C:4]2[CH2:3][CH2:2][N:1]([CH:21]3[CH2:20][CH2:19][C:18]([N:17]([CH3:31])[CH3:16])([C:25]4[CH:30]=[CH:29][CH:28]=[CH:27][CH:26]=4)[CH2:23][CH2:22]3)[CH2:6][CH:5]=2)=[CH:8]1. Procedure details: 3-(1,2,3,6-tetrahydropyridine-4-yl)-1H-indole (182 mg, 1 mmole) and 4-dimethylamino-4-phenylcyclohexanone (217 mg, 1 mmole) were dissolved in dry 1,2-dichloroethane (10 ml). Glacial acetic acid (1 mmole) and sodium triacetoxy boron hydride (300 mg, 1.4 mmole) were added to this mixture. The reaction mixture was then stirred for 24 hours at RT. The reaction mixture was worked up by distilling off the 1,2-dichloroethane and diluting with water (10 ml). The reaction mixture was adjusted to pH 11 wi... The reactants are C1(=CC=C(C=C1)CC(=O)NCCC1=CC(=C(C=C1)OCC1=CC=CC=C1)OCC1=CC=CC=C1)C1=CC=CC=C1 (2-biphenyl-4-yl-N-[2-(3,4-bis-benzyloxy-phenyl)-ethyl]-acetamide), P(=O)(Cl)(Cl)Cl (phosphorus oxychloride), [BH4-].[Na+] (sodium borohydride). The solvent is C(C)#N (acetonitrile), Cl (HCl). Conditions: time 8 hour. The product is Cl.C(C1=CC=CC=C1)OC=1C=C2CCNC(C2=CC1OCC1=CC=CC=C1)CC1=CC=C(C=C1)C1=CC=CC=C1 (6,7-bis-benzyloxy-1-biphenyl-4-ylmethyl-1,2,3,4-tetrahydro-isoquinoline hydrochloride), off-white crystals. Isolated yield 82.0%. As a reaction SMILES: [C:1]1(C2C=CC=CC=2)[CH:6]=[CH:5][C:4]([CH2:7][C:8]([NH:10][CH2:11][CH2:12][C:13]2[CH:18]=[CH:17][C:16]([O:19][CH2:20][C:21]3[CH:26]=[CH:25][CH:24]=[CH:23][CH:22]=3)=[C:15]([O:27][CH2:28]C3C=CC=CC=3)[CH:14]=2)=O)=[CH:3][CH:2]=1.P(Cl)(Cl)([Cl:43])=O.[BH4-].[Na+]>C(#N)C.Cl>[ClH:43].[CH2:28]([O:27][C:15]1[CH:14]=[C:13]2[C:18](=[CH:17][C:16]=1[O:19][CH2:20][C:21]1[CH:26]=[CH:25][CH:24]=[CH:23][CH:22]=1)[CH:8]([CH2:7][C:4]1[CH:5]=[CH:6][C:1]([C:13]3[CH:18]=[CH:17][CH:16]=[CH:15][CH:14]=3)=[CH:2][CH:3]=1)[NH:10][CH2:11][CH2:12]2)[C:1]1[CH:6]=[CH:5][CH:4]=[CH:3][CH:2]=1 |f:2.3,6.7|. Reported procedure: 6,7-bis-benzyloxy-1-biphenyl-4-ylmethyl-1,2,3,4-tetrahydro-isoquinoline hydrochloride (2) was prepared as follows: A stirred solution of 3 g (5.69 mmol) of 2-biphenyl-4-yl-N-[2-(3,4-bis-benzyloxy-phenyl)-ethyl]-acetamide and 5.6 ml (60 mmol) of phosphorus oxychloride in 25 ml of anhydrous acetonitrile was refluxed for 20 hours. The reaction solution was evaporated under reduced pressure and the residue was dissolved in 25 ml of methanol. To this stirred solution at 0° C., 2.27 g (60 mmol) of sod...